Dataset: the Open Reaction Database (ORD), a public repository of structured organic reaction records. Task: describe an organic reaction: reactants, conditions, products, and yield The reactants are S(O)(O)(=O)=O (sulfuric acid), N1(CCOCC1)C1=C(C#N)C=CC(=C1)[N+](=O)[O-] (2-morpholin-4-yl-4-nitrobenzonitrile), C(C)O (ethanol), C([O-])(O)=O.[Na+] (sodium bicarbonate). Yields the product N1(CCOCC1)C1=C(C(=O)OCC)C=CC(=C1)[N+](=O)[O-] (ethyl 2-morpholin-4-yl-4-nitrobenzoate). As a reaction SMILES: S(=O)(=O)(O)O.[N:6]1([C:12]2[CH:19]=[C:18]([N+:20]([O-:22])=[O:21])[CH:17]=[CH:16][C:13]=2[C:14]#N)[CH2:11][CH2:10][O:9][CH2:8][CH2:7]1.C(=O)(O)[O-:24].[Na+].[CH2:28]([OH:30])[CH3:29]>>[N:6]1([C:12]2[CH:19]=[C:18]([N+:20]([O-:22])=[O:21])[CH:17]=[CH:16][C:13]=2[C:14]([O:30][CH2:28][CH3:29])=[O:24])[CH2:11][CH2:10][O:9][CH2:8][CH2:7]1 |f:2.3|. Procedure details: A 6 ml portion of concentrated sulfuric acid was added at room temperature to a 6 ml ethanol solution of 1.11 g of 2-morpholin-4-yl-4-nitrobenzonitrile, and heated under reflux for 8Hours. After spontaneous cooling, the reaction solution was poured onto ice and neutralized with saturated sodium bicarbonate aqueous solution. The organic layer was extracted with chloroform, and the organic layer was dried with anhydrous sodium sulfate. By evaporating the solvent under a reduced pressure, 1.16 g of... The reactants are NC=1C=C(C=CC1)N1C(C(=CC2=C1N=C(N=C2)NC2=C(C=C(C=C2)N2CCN(CC2)C)OC)CC)=O (8-(3-Aminophenyl)-6-ethyl-2-((2-methoxy-4-(4-methylpiperazin-1-yl)phenyl)amino)pyrido[2,3-d]pyrimidin-7(8H)-one), C(C=C)(=O)Cl (acryloyl chloride), CCN(C(C)C)C(C)C (DIEA). Run in C(Cl)Cl (DCM), C1CCOC1 (THF). Run at temperature 0 celsius, time 15 minute. The product is C(C)C1=CC2=C(N=C(N=C2)NC2=C(C=C(C=C2)N2CCN(CC2)C)OC)N(C1=O)C=1C=C(C=CC1)NC(C=C)=O (N-(3-(6-ethyl-2-((2-methoxy-4-(4-methyl-1-piperazinyl)phenyl)amino)-7-oxopyrido[2,3-d]pyrimidin-8(7H)-yl)phenyl)-2-propenamide). RXN SMILES: [NH2:1][C:2]1[CH:3]=[C:4]([N:8]2[C:13]3[N:14]=[C:15]([NH:18][C:19]4[CH:24]=[CH:23][C:22]([N:25]5[CH2:30][CH2:29][N:28]([CH3:31])[CH2:27][CH2:26]5)=[CH:21][C:20]=4[O:32][CH3:33])[N:16]=[CH:17][C:12]=3[CH:11]=[C:10]([CH2:34][CH3:35])[C:9]2=[O:36])[CH:5]=[CH:6][CH:7]=1.CCN(C(C)C)C(C)C.[C:46](Cl)(=[O:49])[CH:47]=[CH2:48]>C(Cl)Cl.C1COCC1>[CH2:34]([C:10]1[C:9](=[O:36])[N:8]([C:4]2[CH:3]=[C:2]([NH:1][C:46](=[O:49])[CH:47]=[CH2:48])[CH:7]=[CH:6][CH:5]=2)[C:13]2[N:14]=[C:15]([NH:18][C:19]3[CH:24]=[CH:23][C:22]([N:25]4[CH2:30][CH2:29][N:28]([CH3:31])[CH2:27][CH2:26]4)=[CH:21][C:20]=3[O:32][CH3:33])[N:16]=[CH:17][C:12]=2[CH:11]=1)[CH3:35]. Reported procedure: Steps 3 and 4. tert-Butyl (3-(6-ethyl-2-((2-methoxy-4-(4-methylpiperazin-1-yl)phenyl)amino)-7-oxopyrido[2,3-d]pyrimidin-8(7H)-yl)phenyl)carbamate from above was treated with DCM (10 mL) and TFA (10 mL) and stirred at RT for 30 min. The reaction mixture was concentrated under reduced pressure (rotary evaporator) and purified on silica gel on an ISCO Combiflash RF (40 g Redisep column, 5-20% 2M NH3/MeOH in DCM) affording 8-(3-aminophenyl)-6-ethyl-2-((2-methoxy-4-(4-methylpiperazin-1-yl)phenyl)amin... Starting materials: CC1=C(N=C2N1C=CC=C2)C2=CC=C(C=C2)NC(=S)NC (3-methyl-2-[4-(3-methylthioureido)phenyl]imidazo[1,2-a]pyridine), BrBr (bromine). The product is CC1=C(N=C2N1C=CC=C2)C2=CC1=C(N=C(S1)NC)C=C2 (6-(3-Methylimidazo[1,2-a]pyridin-2-yl)-2-methylaminobenzothiazole). The yield is 22.2%. RXN SMILES: [CH3:1][C:2]1[N:6]2[CH:7]=[CH:8][CH:9]=[CH:10][C:5]2=[N:4][C:3]=1[C:11]1[CH:16]=[CH:15][C:14]([NH:17][C:18]([NH:20][CH3:21])=[S:19])=[CH:13][CH:12]=1.BrBr>>[CH3:1][C:2]1[N:6]2[CH:7]=[CH:8][CH:9]=[CH:10][C:5]2=[N:4][C:3]=1[C:11]1[CH:16]=[CH:15][C:14]2[N:17]=[C:18]([NH:20][CH3:21])[S:19][C:13]=2[CH:12]=1. Reported procedure: 6-(3-Methylimidazo[1,2-a]pyridin-2-yl)-2-methylaminobenzothiazole (0.55 g) was prepared in substantially the same manner as that of Example 36 from 3-methyl-2-[4-(3-methylthioureido)phenyl]imidazo[1,2-a]pyridine (2.49 g) and bromine (1.34 g). mp. 251°-254° C. (dec.). Starting materials: ClC1=NC=NC(=C1)OCC#CC (4-chloro-6-(2-butynyloxy)pyrimidine), C([O-])([O-])=O.[K+].[K+] (potassium carbonate), C(#N)C=1C=C(C=CC1)O (3-cyanophenol), [Cl-].[NH4+] (ammonium chloride). Solvent: CN(C=O)C (N,N-dimethylformamide). Reaction conditions: temperature 60 celsius, time 7 hour. Product: C(C#CC)OC1=NC=NC(=C1)OC1=CC(=CC=C1)C#N (4-(2-butynyloxy)-6-(3-cyanophenoxy)pyrimidine). Yield: 68.8%. As a reaction SMILES: Cl[C:2]1[CH:7]=[C:6]([O:8][CH2:9][C:10]#[C:11][CH3:12])[N:5]=[CH:4][N:3]=1.C(=O)([O-])[O-].[K+].[K+].[C:19]([C:21]1[CH:22]=[C:23]([OH:27])[CH:24]=[CH:25][CH:26]=1)#[N:20].[Cl-].[NH4+]>CN(C)C=O>[CH2:9]([O:8][C:6]1[CH:7]=[C:2]([O:27][C:23]2[CH:24]=[CH:25][CH:26]=[C:21]([C:19]#[N:20])[CH:22]=2)[N:3]=[CH:4][N:5]=1)[C:10]#[C:11][CH3:12] |f:1.2.3,5.6|. Reported procedure: To 2 ml of N,N-dimethylformamide were added 0.2 g of 4-chloro-6-(2-butynyloxy)pyrimidine, 0.23 g of potassium carbonate, and 0.16 g of 3-cyanophenol, followed by stirring at 60° C. for 7 hours. The reaction mixture was then left for cooling to room temperature and poured into a saturated aqueous ammonium chloride solution, which was extracted three times with chloroform. The chloroform layers were combined, washed with diluted hydrochloric acid and then with water, and dried over anhydrous magne... The solvent is ClC(C)Cl (dichloroethane). The reactants are C(O)([O-])=O.[Na+] (sodium hydrogen carbonate), C(C)(C)(C)OC(C(C)(C)SC=1SC=C(N1)CCNC1=CC=C(C=C1)Cl)=O (2-[(4-{2-[(4-chlorophenyl)amino]ethyl}-1,3-thiazol-2-yl)thio]-2-methylpropionic acid tert-butyl ester), heptylaldehyde, C(C)(=O)O (acetic acid), hydrogenated tri(acetoxy)boric acid. Reaction conditions: time 2.5 hour. The product is C(C)(C)(C)OC(C(C)(C)SC=1SC=C(N1)CCN(CCCCCCC)C1=CC=C(C=C1)Cl)=O (2-[(4-{2-[(4-chlorophenyl)(heptyl)amino]ethyl}-1,3-thiazol-2-yl)thio]-2-methylpropionic acid tert-butyl ester). As a reaction SMILES: [C:1]([O:5][C:6](=[O:26])[C:7]([S:10][C:11]1[S:12][CH:13]=[C:14]([CH2:16][CH2:17][NH:18][C:19]2[CH:24]=[CH:23][C:22]([Cl:25])=[CH:21][CH:20]=2)[N:15]=1)([CH3:9])[CH3:8])([CH3:4])([CH3:3])[CH3:2].[C:27](O)(=O)[CH3:28].C(=O)([O-])O.[Na+]>ClC(Cl)C>[C:1]([O:5][C:6](=[O:26])[C:7]([S:10][C:11]1[S:12][CH:13]=[C:14]([CH2:16][CH2:17][N:18]([C:19]2[CH:20]=[CH:21][C:22]([Cl:25])=[CH:23][CH:24]=2)[CH2:21][CH2:20][CH2:19][CH2:24][CH2:23][CH2:27][CH3:28])[N:15]=1)([CH3:9])[CH3:8])([CH3:2])([CH3:3])[CH3:4] |f:2.3|. Procedure: 2-[(4-{2-[(4-Chlorophenyl)amino]ethyl}-1,3-thiazol-2-yl)thio]-2-methylpropionic acid tert-butyl ester (1.03 g) synthesized in Example 286-2 and heptylaldehyde (0.34 g) were dissolved in dichloroethane (15 mL), acetic acid (171 μL) and hydrogenated tri(acetoxy)boric acid (0.79 g) were successively added thereto, and the mixture was stirred at room temperature for 2.5 hr. Saturated aqueous sodium hydrogen carbonate was added, and the mixture was extracted with ethyl acetate. The organic layer was ... Starting materials: ClCl (chlorine), C33H36ClN5O4, CC=1C=C(C(=O)O)C=CC1C(=O)N1CCCC1 (3-methyl-4-(pyrrolidin-1-ylcarbonyl)benzoic acid), CN(C)C(=[N+](C)C)ON1C2=C(C=CC=C2)N=N1.[B-](F)(F)(F)F (TBTU), C(C)(C)N(CC)C(C)C (diisopropylethylamine), ClC1=CC2=C(NC(=N2)C(CCCC(C(=O)OCC2=CC=CC=C2)N)N)C=C1 (1-(5-chloro-1H-benzimidazol-2-yl)-5-benzyloxycarbonyl-aminopentylamine), O1CCCC1 (tetrahydrofuran). The solvent is C(Cl)Cl.C(C)O (methylene chloride ethanol). Yields the product ClC1=CC2=C(NC(=N2)C(CCCCNC(=O)OCC2=CC=CC=C2)NC(C2=CC(=C(C=C2)C(=O)N2CCCC2)C)=O)C=C1 (N-[1-(5-chloro-1H-benzimidazol-2-yl)-5-benzyloxycarbonylaminopentyl]-3-methyl-4-(pyrrolidin-1-ylcarbonyl)benzamide). As a reaction SMILES: [CH3:1][C:2]1[CH:3]=[C:4]([CH:8]=[CH:9][C:10]=1[C:11]([N:13]1[CH2:17][CH2:16][CH2:15][CH2:14]1)=[O:12])[C:5]([OH:7])=O.CN([C:21]([O:25]N1N=NC2C=CC=CC1=2)=[N+](C)C)C.[B-](F)(F)(F)F.[CH:40](N(C(C)C)CC)([CH3:42])[CH3:41].[Cl:49][C:50]1[CH:75]=[CH:74][C:53]2[NH:54][C:55]([CH:57]([NH2:73])[CH2:58][CH2:59][CH2:60][CH:61]([NH2:72])C(OCC3C=CC=CC=3)=O)=[N:56][C:52]=2[CH:51]=1.ClCl.[O:78]1[CH2:82][CH2:81][CH2:80][CH2:79]1>C(Cl)Cl.C(O)C>[Cl:49][C:50]1[CH:75]=[CH:74][C:53]2[NH:54][C:55]([CH:57]([NH:73][C:5](=[O:7])[C:4]3[CH:8]=[CH:9][C:10]([C:11]([N:13]4[CH2:17][CH2:16][CH2:15][CH2:14]4)=[O:12])=[C:2]([CH3:1])[CH:3]=3)[CH2:58][CH2:59][CH2:60][CH2:61][NH:72][C:21]([O:78][CH2:82][C:81]3[CH:42]=[CH:40][CH:41]=[CH:79][CH:80]=3)=[O:25])=[N:56][C:52]=2[CH:51]=1 |f:1.2,7.8|. Procedure details: Prepared analogously to Example 1g from 3-methyl-4-(pyrrolidin-1-ylcarbonyl)benzoic acid, TBTU, diisopropylethylamine, and 1-(5-chloro-1H-benzimidazol-2-yl)-5-benzyloxycarbonyl-aminopentylamine in tetrahydrofuran. Yield: quantitative; Rf value: 0.52 (silica gel; methylene chloride/ethanol=9:1); C33H36ClN5O4 (602.13); mass spectrum: (M−H)−=600/602 (chlorine isotope).